Dataset: the Open Reaction Database (ORD), a public repository of structured organic reaction records. Task: describe an organic reaction: reactants, conditions, products, and yield Reactants: [N+](=O)([O-])C (nitromethane), CS(=O)C (dimethyl sulphoxide), C([O-])([O-])=O.[K+].[K+] (potassium carbonate), CS(=O)C (dimethyl sulphoxide), C1(CCCCC1)=O (Cyclohexanone), P(OCC)([O-])=O (ethyl phosphonate), [OH-].[K+] (potassium hydroxide). Run in CCCCCC (n-hexane), O (water). Run at time 30 minute. Yields the product [N+](=O)([O-])CC1(CCCCC1)CC(=O)OCC (ethyl 1-nitromethyl-1-cyclohexaneacetate). Yield: 83.0%. Reaction SMILES: [C:1]1(=O)[CH2:6][CH2:5][CH2:4][CH2:3][CH2:2]1.P(=O)([O-])[O:9][CH2:10][CH3:11].[OH-].[K+].[N+:16]([CH3:19])([O-:18])=[O:17].[C:20](=[O:23])([O-])[O-].[K+].[K+].[CH3:26]S(C)=O>CCCCCC.O>[N+:16]([CH2:19][C:1]1([CH2:11][C:10]([O:23][CH2:20][CH3:26])=[O:9])[CH2:6][CH2:5][CH2:4][CH2:3][CH2:2]1)([O-:18])=[O:17] |f:2.3,5.6.7|. Reported procedure: 98.15 g (1.00 mole) Cyclohexanone are mixed with 35.4 g (1.05 mole) ethyl phosphonate and mixed at 25° to 30° C. with 66.1 g (1.04 mole) potassium hydroxide powder (content 88%). The reaction mixture is further stirred for 30 minutes and successively mixed with 150 mL dimethyl sulphoxide and 86.0 g (1.41 mole) nitromethane. This solution is added dropwise at 110° to 115° C. over 35 minutes to a suspension of 64.7 g (0.47 mole) potassium carbonate in 470 mL dimethyl sulphoxide. Then stirring is c...